From a dataset of the Open Reaction Database (ORD), a public repository of structured organic reaction records. describe an organic reaction: reactants, conditions, products, and yield Yields the product N#Cc1ccc(CN2CCN(S(=O)(=O)c3ccc4cc(Cl)ccc4c3)CC2=O)cc1. Reaction SMILES: [C:2](#[N:3])[c:4]1[cH:5][cH:6][c:7]([CH2:8][N:9]2[C:10](=[O:15])[CH2:11][NH:12][CH2:13][CH2:14]2)[cH:16][cH:17]1.[CH3:39][CH2:40][O:41][C:42](=[O:43])[CH3:44].[Cl:18][c:19]1[cH:20][c:21]2[cH:22][cH:23][c:24]([S:29](=[O:30])(=[O:31])[Cl:32])[cH:25][c:26]2[cH:27][cH:28]1.[ClH:1].[Na+:33].[Na+:34].[O-:35][C:36](=[O:37])[O-:38].[OH2:45]>>[C:2](#[N:3])[c:4]1[cH:5][cH:6][c:7]([CH2:8][N:9]2[C:10](=[O:15])[CH2:11][N:12]([S:29]([c:24]3[cH:23][cH:22][c:21]4[cH:20][c:19]([Cl:18])[cH:28][cH:27][c:26]4[cH:25]3)(=[O:30])=[O:31])[CH2:13][CH2:14]2)[cH:16][cH:17]1. Reactants: N#Cc1ccc(CN2CCNCC2=O)cc1, CCOC(C)=O, O=S(=O)(Cl)c1ccc2cc(Cl)ccc2c1, Cl, [Na+], [Na+], O=C([O-])[O-], O. Reactants: C1(=CC=CC=C1)CNCCN (N-(Phenylmethyl)ethylene diamine), COC(C(C=1C(=CC=CC1)C(C(=O)OC)Br)Br)=O (α,α'-dibromo-1,2-benzenediacetic acid dimethyl ester). Run in C1=CC=CC=C1 (benzene). Product: COC(=O)C1N2C(C3=CC=CC=C13)C(N(CC2)CC2=CC=CC=C2)=O (1,2,3,4,6,10b-Hexahydro-1-oxo-2-phenylmethyl-pyrazino[2,1-a]isoindole-6-carboxylic Acid Methyl Ester). As a reaction SMILES: [C:1]1([CH2:7][NH:8][CH2:9][CH2:10][NH2:11])[CH:6]=[CH:5][CH:4]=[CH:3][CH:2]=1.CO[C:14](=[O:29])[CH:15](Br)[C:16]1[C:17]([CH:22](Br)[C:23]([O:25][CH3:26])=[O:24])=[CH:18][CH:19]=[CH:20][CH:21]=1>C1C=CC=CC=1>[CH3:26][O:25][C:23]([CH:22]1[C:17]2[C:16](=[CH:21][CH:20]=[CH:19][CH:18]=2)[CH:15]2[C:14](=[O:29])[N:8]([CH2:7][C:1]3[CH:6]=[CH:5][CH:4]=[CH:3][CH:2]=3)[CH2:9][CH2:10][N:11]12)=[O:24]. Reported procedure: N-(Phenylmethyl)ethylene diamine (10.38 g) is added dropwise to a solution of α,α'-dibromo-1,2-benzenediacetic acid dimethyl ester [24 g, described by G. Cignarella and A. Vigevani, Gazz. Chim. Ital., 98, 1474 (1968)] in benzene (600 ml). The mixture is refluxed for 6 hr, cooled and filtered. The filtrate is evaporated and the residue is chromatographed on silica gel using diethyl ether-methanol (9:1). The appropriate fractions are evaporated to give isomer A (5.7 g) of the title compound, nmr (... The reactants are Cc1ccccc1, CC(C)N=C=O, CCOC(=O)N=S(C)(=O)c1cccc([N+](=O)[O-])c1, CS(=N)(=O)c1cccc([N+](=O)[O-])c1. Product: CC(C)NC(=O)N=S(C)(=O)c1cccc([N+](=O)[O-])c1. Reaction SMILES: [CH3:38][c:39]1[cH:40][cH:41][cH:42][cH:43][cH:44]1.[CH:32]([CH3:33])([CH3:34])[N:35]=[C:36]=[O:37].[N+:14]([c:15]1[cH:16][c:17]([S:18]([CH3:19])(=[N:20][C:21]([O:22][CH2:23][CH3:24])=[O:25])=[O:26])[cH:27][cH:28][cH:29]1)([O-:30])=[O:31].[N+:1](=[O:2])([O-:3])[c:4]1[cH:5][c:6]([S:10](=[O:11])(=[NH:12])[CH3:13])[cH:7][cH:8][cH:9]1>>[N+:1](=[O:2])([O-:3])[c:4]1[cH:5][c:6]([S:10](=[O:11])(=[N:12][C:36]([NH:35][CH:32]([CH3:33])[CH3:34])=[O:37])[CH3:13])[cH:7][cH:8][cH:9]1.